From a dataset of the Open Reaction Database (ORD), a public repository of structured organic reaction records. describe an organic reaction: reactants, conditions, products, and yield Procedure details: The compound of example 39 was prepared analogous to compound of example 7 by reaction of compound of example 6 with 4-cyanophenyl isocyanate. The compound of example 39 was used directly without isolation for the preparation of compound of example 40. As a reaction SMILES: [NH2:1][C:2]1[CH:7]=[CH:6][C:5]([C:8]2[CH:16]=[C:15]3[C:11]([CH2:12][N:13]([C@@H:18]([CH:23]([CH3:25])[CH3:24])[C:19]([O:21][CH3:22])=[O:20])[C:14]3=[O:17])=[CH:10][CH:9]=2)=[CH:4][CH:3]=1.[C:26]([C:28]1[CH:33]=[CH:32][C:31]([N:34]=[C:35]=[O:36])=[CH:30][CH:29]=1)#[N:27]>>[C:26]([C:28]1[CH:29]=[CH:30][C:31]([NH:34][C:35](=[O:36])[NH:1][C:2]2[CH:3]=[CH:4][C:5]([C:8]3[CH:16]=[C:15]4[C:11]([CH2:12][N:13]([C@@H:18]([CH:23]([CH3:25])[CH3:24])[C:19]([O:21][CH3:22])=[O:20])[C:14]4=[O:17])=[CH:10][CH:9]=3)=[CH:6][CH:7]=2)=[CH:32][CH:33]=1)#[N:27]. The product is C(#N)C1=CC=C(C=C1)NC(NC1=CC=C(C=C1)C1=CC=C2CN(C(C2=C1)=O)[C@H](C(=O)OC)C(C)C)=O ((S)-Methyl 2-(6-(4-(3-(4-cyanophenyl)ureido)phenyl)-1-oxoisoindolin-2-yl)-3-methylbutanoate). Starting materials: compound, NC1=CC=C(C=C1)C1=CC=C2CN(C(C2=C1)=O)[C@H](C(=O)OC)C(C)C ((S)-Methyl 2-(6-(4-aminophenyl)-1-oxoisoindolin-2-yl)-3-methylbutanoate), C(#N)C1=CC=C(C=C1)N=C=O (4-cyanophenyl isocyanate), compound, compound. Starting materials: Cl (HCl), C(=O)([O-])[O-].[Cs+].[Cs+] (Cs2CO3), ClC=1C(=C2C=CC=NC2=CC1)[N+](=O)[O-] (6-Chloro-5-nitroquinoline), COC=1C=C(C=CC1O)CC(=O)O (3-methoxy-4-hydroxyphenylacetic acid). Run in CCOC(=O)C (EtOAc), O (water), CS(=O)C (DMSO), CCOC(=O)C (EtOAc). Reaction conditions: temperature 80 celsius, time 4 hour. Product: COC=1C=C(C=CC1OC=1C(=C2C=CC=NC2=CC1)[N+](=O)[O-])CC(=O)O (2-(3-Methoxy-4-(5-nitroquinolin-6-yloxy)phenyl)acetic acid). Reaction SMILES: C([O-])([O-])=O.[Cs+].[Cs+].Cl[C:8]1[C:9]([N+:18]([O-:20])=[O:19])=[C:10]2[C:15](=[CH:16][CH:17]=1)[N:14]=[CH:13][CH:12]=[CH:11]2.[CH3:21][O:22][C:23]1[CH:24]=[C:25]([CH2:30][C:31]([OH:33])=[O:32])[CH:26]=[CH:27][C:28]=1[OH:29].Cl>CS(C)=O.CCOC(C)=O.O>[CH3:21][O:22][C:23]1[CH:24]=[C:25]([CH2:30][C:31]([OH:33])=[O:32])[CH:26]=[CH:27][C:28]=1[O:29][C:8]1[C:9]([N+:18]([O-:20])=[O:19])=[C:10]2[C:15](=[CH:16][CH:17]=1)[N:14]=[CH:13][CH:12]=[CH:11]2 |f:0.1.2|. Reported procedure: Cs2CO3 (15.5 g, 47.5 mmol) was added to (24.1) (3 g, 14.4 mmol) and 3-methoxy-4-hydroxyphenylacetic acid (2.63 g, 14.4 mmol) in DMSO (30 mL) at room temperature. The mixture was then stirred at 80° C. for 4 h. After cooling, the reaction mixture was treated with water (50 mL), 3N HCl (35 mL) and EtOAc (100 mL). The product was insoluble in EtOAc, but stayed in the organic layer. So the organic layer was washed with water 4 times to get rid of all the salts, and the organic layer was separated, c... Reactants: C(=O)(OC(C)(C)C)N[C@@H](CC1=CC=C(C=C1)O)CO (Boc-L-Tyrosinol), COC(C)(C)OC (2,2 dimethoxypropane). The reagents and catalysts are C1(=CC=C(C=C1)S(=O)(=O)O)C (p-toluenesulfonic acid). Run in ClCCl (dichloromethane). Conditions: time 8 hour. Yields the product C(C)(C)(C)OC(=O)N1C(OC[C@@H]1CC1=CC=C(C=C1)O)(C)C ((S)-4-(4-Hydroxy-benzyl)-2,2-dimethyl-oxazolidine-3-carboxylic acid tert-butyl ester). Isolated yield 75.7%. As a reaction SMILES: [C:1]([NH:8][C@H:9]([CH2:18][OH:19])[CH2:10][C:11]1[CH:16]=[CH:15][C:14]([OH:17])=[CH:13][CH:12]=1)([O:3][C:4]([CH3:7])([CH3:6])[CH3:5])=[O:2].CO[C:22](OC)([CH3:24])[CH3:23]>C1(C)C=CC(S(O)(=O)=O)=CC=1.ClCCl>[C:4]([O:3][C:1]([N:8]1[C@@H:9]([CH2:10][C:11]2[CH:16]=[CH:15][C:14]([OH:17])=[CH:13][CH:12]=2)[CH2:18][O:19][C:22]1([CH3:24])[CH3:23])=[O:2])([CH3:5])([CH3:7])[CH3:6]. Procedure: A solution of Boc-L-Tyrosinol (1 g, 3.74 mmol), p-toluenesulfonic acid (0.0356 g, 0.187 mmol), and dichloromethane (DCM) (7.66 mL) was added 2,2 dimethoxypropane (2.3 mL, 18.7 mmol). The resulting mixture was stirred overnight at room temperature under nitrogen. Reaction mixture was washed with sodium bicarbonate (20 mL). Organic layer was separated and washed with sodium bicarbonate (20 mL). The sodium bicarbonate layers were combined and washed with DCM (20 mL). DCM layers were combined, dried... The reactants are [Li]CCCC, C1CCOC1, CS(=O)(=O)c1nc(-c2ccc(Cl)cc2Cl)c(-c2ccc(Cl)cc2)c(S(C)(=O)=O)n1, Oc1cccnc1. Yields the product CS(=O)(=O)c1nc(Oc2cccnc2)c(-c2ccc(Cl)cc2)c(-c2ccc(Cl)cc2Cl)n1. RXN SMILES: [CH2:37]([Li:38])[CH2:39][CH2:40][CH3:41].[CH2:42]1[O:43][CH2:44][CH2:45][CH2:46]1.[CH3:1][S:2](=[O:3])(=[O:4])[c:5]1[n:6][c:7]([S:26]([CH3:27])(=[O:28])=[O:29])[c:8](-[c:19]2[cH:20][cH:21][c:22]([Cl:25])[cH:23][cH:24]2)[c:9](-[c:11]2[c:12]([Cl:18])[cH:13][c:14]([Cl:17])[cH:15][cH:16]2)[n:10]1.[OH:30][c:31]1[cH:32][n:33][cH:34][cH:35][cH:36]1>>[CH3:1][S:2](=[O:3])(=[O:4])[c:5]1[n:6][c:7]([O:30][c:31]2[cH:32][n:33][cH:34][cH:35][cH:36]2)[c:8](-[c:19]2[cH:20][cH:21][c:22]([Cl:25])[cH:23][cH:24]2)[c:9](-[c:11]2[c:12]([Cl:18])[cH:13][c:14]([Cl:17])[cH:15][cH:16]2)[n:10]1. The reactants are ClCCl, Cc1cc(CC(CC(=O)N2CCC(N3Cc4ccccc4NC3=O)CC2)c2ccc(CO)cn2)cc2cn[nH]c12. Product: Cc1cc(CC(CC(=O)N2CCC(N3Cc4ccccc4NC3=O)CC2)c2ccc(C=O)cn2)cc2cn[nH]c12. As a reaction SMILES: [CH2:41]([Cl:42])[Cl:43].[OH:1][CH2:2][c:3]1[cH:4][cH:5][c:6]([CH:9]([CH2:10][C:11](=[O:12])[N:13]2[CH2:14][CH2:15][CH:16]([N:19]3[C:20](=[O:29])[NH:21][c:22]4[cH:23][cH:24][cH:25][cH:26][c:27]4[CH2:28]3)[CH2:17][CH2:18]2)[CH2:30][c:31]2[cH:32][c:33]3[cH:34][n:35][nH:36][c:37]3[c:38]([CH3:40])[cH:39]2)[n:7][cH:8]1>>[O:1]=[CH:2][c:3]1[cH:4][cH:5][c:6]([CH:9]([CH2:10][C:11](=[O:12])[N:13]2[CH2:14][CH2:15][CH:16]([N:19]3[C:20](=[O:29])[NH:21][c:22]4[cH:23][cH:24][cH:25][cH:26][c:27]4[CH2:28]3)[CH2:17][CH2:18]2)[CH2:30][c:31]2[cH:32][c:33]3[cH:34][n:35][nH:36][c:37]3[c:38]([CH3:40])[cH:39]2)[n:7][cH:8]1. Starting materials: CC(C)(C)OC(=O)NCCC1CCNCC1, C1=CC=C(C=C1)Br. The reagents and catalysts are CC(C)(C)[O-].[Na+], CC1(C2=C(C(=CC=C2)P(C3=CC=CC=C3)C4=CC=CC=C4)OC5=C1C=CC=C5P(C6=CC=CC=C6)C7=CC=CC=C7)C, CC(=O)O.CC(=O)O.[Pd]. Run in CC1=CC=CC=C1. Run at temperature 50 celsius. The product is CC(C)(C)OC(=O)NCCC1CCN(CC1)C2=CC=CC=C2. Yield: 0.0%. Procedure: palladium(II) acetate (21.45 mg, 0.10 mmol) and (9,9-dimethyl-9H-xanthene-4,5-diyl)bis(diphenylphosphine) (111 mg, 0.19 mmol) were placed in a round-bottomed vessel that was filled with nitrogen. Toluene (0.8 mL) was added and the mixture was heated to 50°C for 30 min.  sodium tert-butoxide (138 mg, 1.43 mmol) was added to a second vessel and inerted with nitrogen. tert-butyl 2-(piperidin-4-yl)ethylcarbamate (342 mg, 1.5 mmol) and bromobenzene (150mg, 0.96 mmol) and toluene (1.4 mL) were added. ... Reactants: O=C1CCC(c2ccc3[nH]c(=O)oc3c2)CC1, Cl, NCCCc1ccccc1F. Yields the product O=c1[nH]c2ccc(C3CCC(NCCCc4ccccc4F)CC3)cc2o1. Reaction SMILES: [CH:1]1([c:8]2[cH:9][c:10]3[c:11]([nH:12][c:13](=[O:15])[o:14]3)[cH:16][cH:17]2)[CH2:2][CH2:3][C:4](=[O:7])[CH2:5][CH2:6]1.[ClH:29].[F:18][c:19]1[c:20]([CH2:25][CH2:26][CH2:27][NH2:28])[cH:21][cH:22][cH:23][cH:24]1>>[CH:1]1([c:8]2[cH:9][c:10]3[c:11]([nH:12][c:13](=[O:15])[o:14]3)[cH:16][cH:17]2)[CH2:2][CH2:3][CH:4]([NH:28][CH2:27][CH2:26][CH2:25][c:20]2[c:19]([F:18])[cH:24][cH:23][cH:22][cH:21]2)[CH2:5][CH2:6]1.